This data is from the Open Reaction Database (ORD), a public repository of structured organic reaction records. The task is: describe an organic reaction: reactants, conditions, products, and yield Starting materials: NC1=C(C(=O)O)C=CC=C1C(F)(F)F (2-amino-3-trifluoromethylbenzoic acid), COC(C1=C(C=CC=C1)I)=O (methyl-2-iodobenzoate). Run in CO.O (MeOH H2O). Yields the product C(C1=CC=CC=C1)(=O)O (benzoic acid). Yield: 51.0%. As a reaction SMILES: N[C:2]1[C:10](C(F)(F)F)=[CH:9][CH:8]=[CH:7][C:3]=1[C:4]([OH:6])=[O:5].COC(=O)C1C=CC=CC=1I>CO.O>[C:4]([OH:6])(=[O:5])[C:3]1[CH:7]=[CH:8][CH:9]=[CH:10][CH:2]=1 |f:2.3|. Procedure details: Similar reaction of 2-amino-3-trifluoromethylbenzoic acid and methyl-2-iodobenzoate by the reported method [Rewcastle and Denny, Synth. Comm, 1987, 17, 309] gave 3-trifluoromethyl-2-[(2-methoxycarbonyl)phenyl)amino]benzoic acid (51%), mp (MeOH/H2O) 113-115° C. 1H NMR [(CD3)2SO] δ 3.89 (s, 3 H, CO2CH3), 6.35 (d, J=8.5 Hz, 1 H, ArH), 6.78 (t, J=7.5 Hz, 1 H, ArH), 7.30 (ddd, J=7.8, 7.8, 1.6 Hz, 1 H, ArH), 7.59 (t, J=7.8 Hz, 1 H, ArH), 7.88 (dd, J=8.0, 1.5 Hz, 1 H, ArH), 8.03 (d, J=7.4 Hz, 1 H, ArH)... Procedure: The Stetter and Goebel reference, also cited above, discloses the synthesis of 1-ethynyladamantane from 1-bromoadamantane in good yield. We repeated that procedure with minor modifications by reacting 1-bromoadamantane with vinyl bromide in the presence of aluminum bromide to give the 2,2-dibromoethyl derivative, then dehydrobrominating that derivative in situ with potassium t-butoxide in triethylene glycol to give 1-ethynyladamantane in 60% overall yield. Starting materials: CC(C)([O-])C.[K+] (potassium t-butoxide). The product is C(#C)C12CC3CC(CC(C1)C3)C2 (1-ethynyladamantane). Solvent: C(COCCOCCO)O (triethylene glycol). Reaction SMILES: [CH3:1][C:2]([CH3:5])([O-])[CH3:3].[K+]>C(O)COCCOCCO>[C:1]([C:2]12[CH2:5][CH:3]3[CH2:1][CH:2]([CH2:5][CH:1]([CH2:2]3)[CH2:3]1)[CH2:3]2)#[CH:5] |f:0.1|. Reactants: C(C)C=1C=C(C=CC1CC)CC(CC(=O)O)(C(=O)OCC)C(=O)OCC (4-(3,4-diethyl-phenyl)-3,3-bis-ethoxycarbonyl-butanoic acid), N1CCC(CC1)N1C(NC2=CC=CC=C2C1)=O (3-piperidin-4-yl-3,4-dihydro-1H-quinazolin-2-one). Yields the product C(C)C=1C=C(CC(C(=O)OCC)(C(=O)OCC)CC(N2CCC(CC2)N2C(NC3=CC=CC=C3C2)=O)=O)C=CC1CC (diethyl 2-(3,4-diethyl-benzyl)-2-{2-oxo-2-[4-(2-oxo-1,4-dihydro-2H-quinazolin-3-yl)-piperidin-1-yl]-ethyl}-malonate). As a reaction SMILES: [CH2:1]([C:3]1[CH:4]=[C:5]([CH2:11][C:12]([C:22]([O:24][CH2:25][CH3:26])=[O:23])([C:17]([O:19][CH2:20][CH3:21])=[O:18])[CH2:13][C:14](O)=[O:15])[CH:6]=[CH:7][C:8]=1[CH2:9][CH3:10])[CH3:2].[NH:27]1[CH2:32][CH2:31][CH:30]([N:33]2[CH2:42][C:41]3[C:36](=[CH:37][CH:38]=[CH:39][CH:40]=3)[NH:35][C:34]2=[O:43])[CH2:29][CH2:28]1>>[CH2:1]([C:3]1[CH:4]=[C:5]([CH:6]=[CH:7][C:8]=1[CH2:9][CH3:10])[CH2:11][C:12]([CH2:13][C:14](=[O:15])[N:27]1[CH2:28][CH2:29][CH:30]([N:33]2[CH2:42][C:41]3[C:36](=[CH:37][CH:38]=[CH:39][CH:40]=3)[NH:35][C:34]2=[O:43])[CH2:31][CH2:32]1)([C:17]([O:19][CH2:20][CH3:21])=[O:18])[C:22]([O:24][CH2:25][CH3:26])=[O:23])[CH3:2]. Procedure details: Prepared analogously to Example 76c) from 4-(3,4-diethyl-phenyl)-3,3-bis-ethoxycarbonyl-butanoic acid and 3-piperidin-4-yl-3,4-dihydro-1H-quinazolin-2-one. RXN SMILES: C(NC(C)C)(C)C.C([Li])CCC.[F:13][C:14]1[N:19]=[C:18]([C:20]2[CH:21]=[N:22][CH:23]=[CH:24][CH:25]=2)[CH:17]=[CH:16][CH:15]=1.[B:26](OC(C)C)([O:31]C(C)C)[O:27]C(C)C>C1COCC1>[F:13][C:14]1[N:19]=[C:18]([C:20]2[CH:21]=[N:22][CH:23]=[CH:24][CH:25]=2)[CH:17]=[CH:16][C:15]=1[B:26]([OH:31])[OH:27]. Run at temperature -78 celsius, time 1 hour. Solvent: C1CCOC1 (THF), C1CCOC1 (THF), C1CCOC1 (THF). Yields the product FC1=C(C=CC(=N1)C=1C=NC=CC1)B(O)O (6-Fluoro-2,3′-Bipyridin-5-Ylboronic Acid). Procedure details: A stirred solution of diisopropylamine (0.531 ml, 3.79 mmol) (Aldrich) in THF (4 mL) was treated with 1.6 M n-butyllithium in hexanes (2.368 ml, 3.79 mmol) (Aldrich) at −40° C. and the pale yellow solution was stirred for 1 h and then cooled to −78° C. A solution of 6-fluoro-2,3′-bipyridine (550 mg, 3.16 mmol) in THF (5 mL) was added by cannula slowly over 2 min. The resulting bright orange solution was stirred at −78° C. for 1.5 h and then a solution of triisopropyl borate (1.089 ml, 4.74 mmol)... Starting materials: C(C)(C)NC(C)C (diisopropylamine), C(CCC)[Li] (n-butyllithium), hexanes, FC1=CC=CC(=N1)C=1C=NC=CC1 (6-fluoro-2,3′-bipyridine), B(OC(C)C)(OC(C)C)OC(C)C (triisopropyl borate). Starting materials: 9-substituted fluorenes, ICC (1-iodoethane), CC1=CC=CC=2C3=CC=CC=C3CC12 (1-Methylfluorene), [Li]CCCC (n-BuLi). Yields the product CC1=CC=CC=2C3=CC=CC=C3C(C12)CC (1-Methyl-9-ethyl-fluorene). Yield: 95.7%. As a reaction SMILES: [CH3:1][C:2]1[C:14]2[CH2:13][C:12]3[C:7](=[CH:8][CH:9]=[CH:10][CH:11]=3)[C:6]=2[CH:5]=[CH:4][CH:3]=1.[Li][CH2:16][CH2:17]CC.ICC>>[CH3:1][C:2]1[C:14]2[CH:13]([CH2:16][CH3:17])[C:12]3[C:7](=[CH:8][CH:9]=[CH:10][CH:11]=3)[C:6]=2[CH:5]=[CH:4][CH:3]=1. Reported procedure: The substitution reaction at the 9-position was performed according to the general procedure for the synthesis of 9-substituted fluorenes described above in item IV(i). 1-Methylfluorene (47) (3.01 g, 16.7 mmol) was used instead of fluorene, n-BuLi (8.06 ml, 20 mmol, 2.5 M in hexane), RX=1-iodoethane (3.39 g, 21.7 mmol). 48 was isolated to give a colorless oil (3.33 g, 95%).